describe an organic reaction: reactants, conditions, products, and yield From a dataset of the Open Reaction Database (ORD), a public repository of structured organic reaction records. The reactants are CO, [H][H], CCC1(CC)CN(Cc2ccccc2)CCC1N, [OH-], [OH-], [Pd+2]. Product: CCC1(CC)CNCCC1N. As a reaction SMILES: [CH3:19][OH:20].[H:21][H:22].[NH2:1][CH:2]1[C:3]([CH2:15][CH3:16])([CH2:17][CH3:18])[CH2:4][N:5]([CH2:8][c:9]2[cH:10][cH:11][cH:12][cH:13][cH:14]2)[CH2:6][CH2:7]1.[OH-:23].[OH-:24].[Pd+2:25]>>[NH2:1][CH:2]1[C:3]([CH2:15][CH3:16])([CH2:17][CH3:18])[CH2:4][NH:5][CH2:6][CH2:7]1. The reactants are S(=O)(Cl)Cl (Thionyl chloride), N[C@@H]([C@H](O)C)C(=O)O (threonine), CO (methanol). The product is Cl.COC([C@@H](N)[C@H](O)C)=O (threonine methyl ester HCl). As a reaction SMILES: S(Cl)([Cl:3])=O.[NH2:5][C@H:6]([C:10]([OH:12])=[O:11])[C@@H:7]([CH3:9])[OH:8].[CH3:13]O>>[ClH:3].[CH3:13][O:11][C:10](=[O:12])[C@H:6]([C@@H:7]([CH3:9])[OH:8])[NH2:5] |f:3.4|. Procedure details: Thionyl chloride (39.0 ml, 0.542 mole) was added dropwise with stirring to 150 ml of dry methanol at -10° C. Then, 17.85 g. (0.15 mole) of D(+) threonine was added, cooling was discontinued and the reaction mixture was kept at about 22° C. for sixteen hours. The mixture was evaporated in vacuo to remove the solvent plus excess thionyl chloride, leaving crude D(+) threonine methyl ester HCl in essentially quantitative yield. The ester was dissolved in 375 ml saturated aqueous sodium bicarbonate, ...